From a dataset of the Open Reaction Database (ORD), a public repository of structured organic reaction records. describe an organic reaction: reactants, conditions, products, and yield Starting materials: C(C)(C)C=1C=C(C=CC1)O (3-isopropylphenol), C1N2CN3CN1CN(C2)C3 (hexamethylenetetramine), FC(C(=O)O)(F)F (trifluoroacetic acid). Run at temperature 60 celsius. Product: OC1=C(C=O)C=CC(=C1)C(C)C (2-hydroxy-4-isopropylbenzaldehyde). Reaction SMILES: [CH:1]([C:4]1[CH:5]=[C:6]([OH:10])[CH:7]=[CH:8][CH:9]=1)([CH3:3])[CH3:2].C1N2CN3CN(C2)CN1C3.FC(F)(F)[C:23](O)=[O:24]>>[OH:10][C:6]1[CH:5]=[C:4]([CH:1]([CH3:3])[CH3:2])[CH:9]=[CH:8][C:7]=1[CH:23]=[O:24]. Procedure: To 100 mL of trifluoroacetic acid were added 25.39 g of 3-isopropylphenol and 26.14 g of hexamethylenetetramine. After being stirred at 60° C. for an hour, the reaction mixture was concentrated under reduced pressure. To the residue was added diluted hydrochloric acid, and the mixture was stirred at room temperature for 30 minutes. After the reaction mixture was extracted with ethyl acetate, the organic layer was washed with saturated aqueous sodium bicarbonate solution, and brine, and dried ove...